Dataset: the Open Reaction Database (ORD), a public repository of structured organic reaction records. Task: describe an organic reaction: reactants, conditions, products, and yield Reactants: C1(=CCCCCC1)C1=C(C=CC=C1)N (2-cyclohept-1-enylphenylamine), Cl.ClCCNCCCl (bis(2-chloroethyl)amine hydrochloride). Solvent: ClC1=C(C=CC=C1)Cl (1,2-dichlorobenzene). Run at temperature 200 celsius, time 5 hour. Product: C1(=CCCCCC1)C1=C(C=CC=C1)N1CCNCC1 (1-(2-Cyclohept-1-enylphenyl)piperazine). The yield is 45.9%. RXN SMILES: [C:1]1([C:8]2[CH:13]=[CH:12][CH:11]=[CH:10][C:9]=2[NH2:14])[CH2:7][CH2:6][CH2:5][CH2:4][CH2:3][CH:2]=1.Cl.Cl[CH2:17][CH2:18][NH:19][CH2:20][CH2:21]Cl>ClC1C=CC=CC=1Cl>[C:1]1([C:8]2[CH:13]=[CH:12][CH:11]=[CH:10][C:9]=2[N:14]2[CH2:21][CH2:20][NH:19][CH2:18][CH2:17]2)[CH2:7][CH2:6][CH2:5][CH2:4][CH2:3][CH:2]=1 |f:1.2|. Procedure details: To a solution of 2-cyclohept-1-enylphenylamine (617 mg, 3.29 mmol) in 1,2-dichlorobenzene (8 mL) was added bis(2-chloroethyl)amine hydrochloride (705 mg, 3.95 mmol), and the mixture was stirred at an external temperature of 200° C. under a nitrogen atmosphere. During the reaction, a nitrogen stream was blown into the reactor to remove the hydrogen chloride gas in the reactor. This procedure was repeated several times. After 5 hours, the reaction mixture was air-cooled to room temperature, and th... Starting materials: FC1=C(C#N)C=CC(=C1)N1C2=CC=CC=C2C=2C(=CC=CC12)C1=NC2=C(N1)C=C(C=C2)F (2-fluoro-4-[4-(6-fluoro-1H-benzimidazol-2-yl)-9H-carbazol-9-yl]benzonitrile), aqueous solution, [OH-].[Na+] (sodium hydroxide), aqueous solution, OO (hydrogen peroxide), C([O-])([O-])=O.[K+].[K+] (potassium carbonate), NCC1(CCCC1)O (1-(aminomethyl)cyclopentan-1-ol). Run in C(C)O (ethanol), CS(=O)C (dimethyl sulphoxide). The product is FC=1C=CC2=C(NC(=N2)C2=CC=CC=3N(C4=CC=CC=C4C23)C2=CC(=C(C(=O)N)C=C2)NCC2(CCCC2)O)C1 (4-[4-(6-fluoro-1H-benzimidazol-2-yl)-9H-carbazol-9-yl]-2-[(1-hydroxycyclopentan-1-yl)methylamino]benzamide). Reaction SMILES: F[C:2]1[CH:9]=[C:8]([N:10]2[C:22]3[CH:21]=[CH:20][CH:19]=[C:18]([C:23]4[NH:27][C:26]5[CH:28]=[C:29]([F:32])[CH:30]=[CH:31][C:25]=5[N:24]=4)[C:17]=3[C:16]3[C:11]2=[CH:12][CH:13]=[CH:14][CH:15]=3)[CH:7]=[CH:6][C:3]=1[C:4]#[N:5].C(=O)([O-])[O-:34].[K+].[K+].[NH2:39][CH2:40][C:41]1([OH:46])[CH2:45][CH2:44][CH2:43][CH2:42]1.[OH-].[Na+].OO>CS(C)=O.C(O)C>[F:32][C:29]1[CH:30]=[CH:31][C:25]2[N:24]=[C:23]([C:18]3[C:17]4[C:16]5[C:11](=[CH:12][CH:13]=[CH:14][CH:15]=5)[N:10]([C:8]5[CH:7]=[CH:6][C:3]([C:4]([NH2:5])=[O:34])=[C:2]([NH:39][CH2:40][C:41]6([OH:46])[CH2:45][CH2:44][CH2:43][CH2:42]6)[CH:9]=5)[C:22]=4[CH:21]=[CH:20][CH:19]=3)[NH:27][C:26]=2[CH:28]=1 |f:1.2.3,5.6|. Reported procedure: The process is carried out as in stage 3 of Example 3, but using 160 mg of 2-fluoro-4-[4-(6-fluoro-1H-benzimidazol-2-yl)-9H-carbazol-9-yl]benzonitrile, obtained according to stage 2 of Example 3, 210 mg of potassium carbonate and 351 mg of 1-(aminomethyl)cyclopentan-1-ol in 3.3 ml of dimethyl sulphoxide, in a microwave for 1 hour and 30 minutes at 115° C. 0.76 ml of a 1M aqueous solution of sodium hydroxide, 0.70 ml of a 30% aqueous solution of hydrogen peroxide and 6.6 ml of ethanol are then ad...